Dataset: the Open Reaction Database (ORD), a public repository of structured organic reaction records. Task: describe an organic reaction: reactants, conditions, products, and yield Reactants: CN1CCNCC1, CCOC(C)=O, O=C(O)c1cc(Cl)ccc1[N+](=O)[O-]. Yields the product CN1CCN(c2ccc([N+](=O)[O-])c(C(=O)O)c2)CC1. Reaction SMILES: [CH3:14][N:15]1[CH2:16][CH2:17][NH:18][CH2:19][CH2:20]1.[CH3:21][CH2:22][O:23][C:24](=[O:25])[CH3:26].[N+:1](=[O:2])([O-:3])[c:4]1[c:5]([C:6](=[O:7])[OH:8])[cH:9][c:10]([Cl:13])[cH:11][cH:12]1>>[N+:1](=[O:2])([O-:3])[c:4]1[c:5]([C:6](=[O:7])[OH:8])[cH:9][c:10]([N:18]2[CH2:17][CH2:16][N:15]([CH3:14])[CH2:20][CH2:19]2)[cH:11][cH:12]1.